describe an organic reaction: reactants, conditions, products, and yield From a dataset of the Open Reaction Database (ORD), a public repository of structured organic reaction records. RXN SMILES: [CH3:42][OH:43].[N:1](=[N+:2]=[N-:3])[CH:4]1[CH2:5][CH:6]([CH2:32][S:33](=[O:34])(=[O:35])[c:36]2[cH:37][cH:38][cH:39][cH:40][cH:41]2)[CH:7]([N:10]2[C:11](=[O:31])[CH:12]([CH2:15][C:16]3([c:21]4[cH:22][c:23]([C:27]([F:28])([F:29])[F:30])[cH:24][cH:25][cH:26]4)[O:17][CH2:18][CH2:19][O:20]3)[CH2:13][CH2:14]2)[CH2:8][CH2:9]1>>[NH2:1][CH:4]1[CH2:5][CH:6]([CH2:32][S:33](=[O:34])(=[O:35])[c:36]2[cH:37][cH:38][cH:39][cH:40][cH:41]2)[CH:7]([N:10]2[C:11](=[O:31])[CH:12]([CH2:15][C:16]3([c:21]4[cH:22][c:23]([C:27]([F:28])([F:29])[F:30])[cH:24][cH:25][cH:26]4)[O:17][CH2:18][CH2:19][O:20]3)[CH2:13][CH2:14]2)[CH2:8][CH2:9]1. The reactants are CO, [N-]=[N+]=NC1CCC(N2CCC(CC3(c4cccc(C(F)(F)F)c4)OCCO3)C2=O)C(CS(=O)(=O)c2ccccc2)C1. The product is NC1CCC(N2CCC(CC3(c4cccc(C(F)(F)F)c4)OCCO3)C2=O)C(CS(=O)(=O)c2ccccc2)C1. The solvent is C(C)O (ethanol). Yield: 293.9%. The reagents and catalysts are C([O-])([O-])=O.[Ag+2] (silver carbonate). Procedure: 1.3 g of sulfodehydroabietic acid is dissolved in 15 ml of ethanol and 0.472 mg of silver carbonate and 20 ml of water are added thereto. 0.635 g of ethyl L-cysteinate hydrochloride are added to the mixture and said mixture is stirred at room temperature. The precipitates are filtered off and the filtrate is concentrated to dryness under reduced pressure. The residue is recrystallized from a mixture of methanol and ethyl acetate, whereby 1.5 g of sulfodehydroabietic acid ethyl L-cysteinate salt ... RXN SMILES: O.Cl.[NH2:3][C@H:4]([C:7]([O:9][CH2:10][CH3:11])=[O:8])[CH2:5][SH:6]>C(O)C.C(=O)([O-])[O-].[Ag+2]>[NH2:3][C@H:4]([C:7]([O:9][CH2:10][CH3:11])=[O:8])[CH2:5][SH:6] |f:1.2,4.5|. The product is N[C@@H](CS)C(=O)OCC (ethyl L-cysteinate). Reactants: O (water), sulfodehydroabietic acid, Cl.N[C@@H](CS)C(=O)OCC (ethyl L-cysteinate hydrochloride).